describe an organic reaction: reactants, conditions, products, and yield From a dataset of the Open Reaction Database (ORD), a public repository of structured organic reaction records. Reactants: C(C1=CC=CC=C1)(=O)N=C=S (benzoyl isothiocyanate), NC=1C=C(C(=O)N)C=CC1OC (3-amino-4-methoxybenzamide), O (water). Solvent: CC(=O)C (acetone). Product: COC1=C(C=C(C(=O)N)C=C1)NC(=S)N (4-Methoxy-3-thioureido-benzamide). RXN SMILES: [NH2:1][C:2]1[CH:3]=[C:4]([CH:8]=[CH:9][C:10]=1[O:11][CH3:12])[C:5]([NH2:7])=[O:6].C([N:21]=[C:22]=[S:23])(=O)C1C=CC=CC=1.O>CC(C)=O>[CH3:12][O:11][C:10]1[CH:9]=[CH:8][C:4]([C:5]([NH2:7])=[O:6])=[CH:3][C:2]=1[NH:1][C:22]([NH2:21])=[S:23]. Procedure details: To a solution of 3-amino-4-methoxybenzamide (2.49 g, 15.0 mmol, Alfa) in acetone (30 mL) at reflux was added benzoyl isothiocyanate (2.22 mL, 16.5 mmol) and the mixture was stirred at reflux for 30 min, then was poured into water. The precipitate was collected by vacuum filtration and was treated with 10% aq. NaOH (15 mL). The mixture was heated to reflux for 40 min, cooled to room temperature, and poured into a mixture of ice and 6 N aq. HCl. The mixture was basified to pH 10 with conc. aq. NH4...